This data is from the Open Reaction Database (ORD), a public repository of structured organic reaction records. The task is: describe an organic reaction: reactants, conditions, products, and yield Starting materials: ClCCNC(=O)N(C1[C@H](O)[C@@H](O)[C@@H](O)[C@H](O1)CO)CC(C)C (1-(2-chloroethyl)-3-isobutyl-3-D-galactopyranosylurea), C([O-])([O-])=O.[Na+].[Na+] (sodium carbonate), [N+](=O)([N+](=O)[O-])[O-] (nitrogen tetroxide). Run in O1CCCC1 (tetrahydrofuran), C(Cl)Cl (methylene chloride). Product: ClCCN(C(=O)N(C1[C@H](O)[C@@H](O)[C@@H](O)[C@H](O1)CO)CC(C)C)N=O (1-(2-chloroethyl)-1-nitroso-3-isobutyl-3-D-galactopyranosylurea). Isolated yield 81.3%. RXN SMILES: [Cl:1][CH2:2][CH2:3][NH:4][C:5]([N:7]([CH2:19][CH:20]([CH3:22])[CH3:21])[CH:8]1[O:16][C@H:15]([CH2:17][OH:18])[C@H:13]([OH:14])[C@H:11]([OH:12])[C@H:9]1[OH:10])=[O:6].C(=O)([O-])[O-].[Na+].[Na+].[N+:29]([O-])([N+]([O-])=O)=[O:30]>O1CCCC1.C(Cl)Cl>[Cl:1][CH2:2][CH2:3][N:4]([N:29]=[O:30])[C:5]([N:7]([CH2:19][CH:20]([CH3:22])[CH3:21])[CH:8]1[O:16][C@H:15]([CH2:17][OH:18])[C@H:13]([OH:14])[C@H:11]([OH:12])[C@H:9]1[OH:10])=[O:6] |f:1.2.3|. Procedure details: 3.4 g of 1-(2-chloroethyl)-3-isobutyl-3-D-galactopyranosylurea are dissolved in a mixture of 80 ml of tetrahydrofuran and 80 ml of methylene chloride, and 15 g of sodium carbonate anhydrate are added thereto. 5 g of nitrogen tetroxide gas are introduced into the mixture for 10 minutes under ice-cooling. The mixture is treated in the same manner as described in Example 2. 3.0 g of 1-(2-chloroethyl)-1-nitroso-3-isobutyl-3-D-galactopyranosylurea are thereby obtained as a yellow powder. Reactants: CCOC(=O)c1cn2c3c(c(Cl)c(Cl)cc3c1=O)C(=O)CC2C, CC1CNCCN1, CC#N. Product: CCOC(=O)c1cn2c3c(c(N4CCNC(C)C4)c(Cl)cc3c1=O)C(=O)CC2C. Reaction SMILES: [CH2:1]([CH3:2])[O:3][C:4](=[O:5])[c:6]1[cH:7][n:8]2[c:13]3[c:12]([c:19]([Cl:20])[c:18]([Cl:21])[cH:17][c:14]3[c:15]1=[O:16])[C:11](=[O:22])[CH2:10][CH:9]2[CH3:23].[CH3:24][CH:25]1[NH:26][CH2:27][CH2:28][NH:29][CH2:30]1.[CH3:31][C:32]#[N:33]>>[CH2:1]([CH3:2])[O:3][C:4](=[O:5])[c:6]1[cH:7][n:8]2[c:13]3[c:12]([c:19]([N:29]4[CH2:28][CH2:27][NH:26][CH:25]([CH3:24])[CH2:30]4)[c:18]([Cl:21])[cH:17][c:14]3[c:15]1=[O:16])[C:11](=[O:22])[CH2:10][CH:9]2[CH3:23]. Yields the product CC1(C)Cc2cc(Cl)cc(C(=O)NS(=O)(=O)C3CC3)c2NC1c1cccc(NC(=O)c2cnccn2)c1. As a reaction SMILES: [C:41]([n:42]1[cH:43][cH:44][n:45][cH:46]1)([n:47]1[cH:48][cH:49][n:50][cH:51]1)=[O:52].[CH3:53][N:54]([CH3:55])[CH:56]=[O:57].[CH:1]1([S:4](=[O:5])(=[O:6])[NH2:7])[CH2:2][CH2:3]1.[Cl:10][c:11]1[cH:12][c:13]2[c:18]([c:19]([C:21](=[O:22])[OH:23])[cH:20]1)[NH:17][CH:16]([c:24]1[cH:25][c:26]([NH:30][C:31](=[O:32])[c:33]3[n:34][cH:35][cH:36][n:37][cH:38]3)[cH:27][cH:28][cH:29]1)[C:15]([CH3:39])([CH3:40])[CH2:14]2.[H-:8].[Na+:9]>>[CH:1]1([S:4](=[O:5])(=[O:6])[NH:7][C:21]([c:19]2[c:18]3[c:13]([cH:12][c:11]([Cl:10])[cH:20]2)[CH2:14][C:15]([CH3:39])([CH3:40])[CH:16]([c:24]2[cH:25][c:26]([NH:30][C:31](=[O:32])[c:33]4[n:34][cH:35][cH:36][n:37][cH:38]4)[cH:27][cH:28][cH:29]2)[NH:17]3)=[O:22])[CH2:2][CH2:3]1. Starting materials: O=C(n1ccnc1)n1ccnc1, CN(C)C=O, NS(=O)(=O)C1CC1, CC1(C)Cc2cc(Cl)cc(C(=O)O)c2NC1c1cccc(NC(=O)c2cnccn2)c1, [H-], [Na+]. Reactants: BrC=1C=C2C=3N(C(C(NC3C1)=O)=O)C(C2)C(=O)O (8-bromo-5-carboxy-5,6-dihydro-1H-pyrrolo[1,2,3-de]quinoxaline-2,3-dione), C(C1=CC=CC=C1)N (benzylamine), C(C)N=C=NCCCN(C)C (1-ethyl-3-(3'-dimethylaminopropyl)carbodiimide), ON1N=NC2=C1C=CC=C2 (N-hydroxybenztriazole), Cl (HCl). Run in CN(C)C=O (DMF). Reaction conditions: time 8 hour. Product: BrC=1C=C2C=3N(C(C(NC3C1)=O)=O)C(C2)C(NCC2=CC=CC=C2)=O (8-Bromo-5-benzylcarbamoyl-5,6-dihydro-1H-pyrrolo[1,2,3-de]quinoxaline-2,3-dione). Yield: 99.9%. RXN SMILES: [Br:1][C:2]1[CH:3]=[C:4]2[CH2:15][CH:14]([C:16]([OH:18])=O)[N:6]3[C:7](=[O:13])[C:8](=[O:12])[NH:9][C:10]([CH:11]=1)=[C:5]23.[CH2:19]([NH2:26])[C:20]1[CH:25]=[CH:24][CH:23]=[CH:22][CH:21]=1.C(N=C=NCCCN(C)C)C.ON1C2C=CC=CC=2N=N1.Cl>CN(C=O)C>[Br:1][C:2]1[CH:3]=[C:4]2[CH2:15][CH:14]([C:16](=[O:18])[NH:26][CH2:19][C:20]3[CH:25]=[CH:24][CH:23]=[CH:22][CH:21]=3)[N:6]3[C:7](=[O:13])[C:8](=[O:12])[NH:9][C:10]([CH:11]=1)=[C:5]23. Reported procedure: To a solution of 8-bromo-5-carboxy-5,6-dihydro-1H-pyrrolo[1,2,3-de]quinoxaline-2,3-dione (300 mg, 0.96 mmol) and benzylamine (114 mg, 1.06 mmol) in DMF (3 mL) was added 1-ethyl-3-(3'-dimethylaminopropyl)carbodiimide (164 mg, 1.06 mmol) and N-hydroxybenztriazole (162 mg, 1.06 mmol) at 0° C. The mixture was stirred at room temperature overnight and aqueous 0.1N HCl was added. The precipitates formed were collected by filtration, washed with distilled water, and dried in vacuo to give 384 mg of the... The reactants are ClC1=C(C(=CC=C1OCC1=CC=CC=C1)[N+](=O)[O-])C (2-chloro-3-benzyloxy-6-nitro-toluene), C(C)OC(N(C)C)OCC (dimethylformamide diethyl acetal), N1CCCC1 (pyrrolidine), O.NN (hydrazine hydrate), O.NN (hydrazine hydrate). Reagents/catalysts: [Ni] (Raney nickel). Run in CN(C)C=O (DMF), C1CCOC1 (THF), CO (methanol). Conditions: temperature 110 celsius. Yields the product ClC1=C2C=CNC2=CC=C1OCC1=CC=CC=C1 (4-chloro-5-benzyloxyindole). Yield: 77.2%. Reaction SMILES: [Cl:1][C:2]1[C:7]([O:8][CH2:9][C:10]2[CH:15]=[CH:14][CH:13]=[CH:12][CH:11]=2)=[CH:6][CH:5]=[C:4]([N+:16]([O-])=O)[C:3]=1[CH3:19].[CH2:20](OC(OCC)N(C)C)C.N1CCCC1.O.NN>CN(C=O)C.C1COCC1.[Ni].CO>[Cl:1][C:2]1[C:7]([O:8][CH2:9][C:10]2[CH:15]=[CH:14][CH:13]=[CH:12][CH:11]=2)=[CH:6][CH:5]=[C:4]2[C:3]=1[CH:19]=[CH:20][NH:16]2 |f:3.4|. Reported procedure: To a solution of 2-chloro-3-benzyloxy-6-nitro-toluene (5.00 g, 18.0 mmol) in DMF (25 ml) was added dimethylformamide diethyl acetal (3.14 g, 21.3 mmol) and pyrrolidine (1.51 g, 21.3 mmol), and the mixture was heated at 110° C. for 3 hours under nitrogen. Evaporation under high vacuum at 70° C. gave a deep-red oil which was dissolved in THF (35 ml) and methanol (35 ml) and treated with Raney nickel (0.4 ml) and then hydrazine hydrate (1.30 ml), while stirring at room temperature under nitrogen. T... The reactants are CC(C)(C)N=C=O, CC(N)C#N, C1CCOC1. The product is CC(C#N)NC(=O)NC(C)(C)C. As a reaction SMILES: [C:6]([CH3:7])([CH3:8])([CH3:9])[N:10]=[C:11]=[O:12].[NH2:1][CH:2]([C:3]#[N:4])[CH3:5].[O:13]1[CH2:14][CH2:15][CH2:16][CH2:17]1>>[NH:1]([CH:2]([C:3]#[N:4])[CH3:5])[C:11]([NH:10][C:6]([CH3:7])([CH3:8])[CH3:9])=[O:12]. Procedure: (6-Bromoisochroman-1-yl)acetic acid (EXAMPLE 22, LXVIII) is coupled with 2-ethoxyphenylpiperazine (XI) and the resulting amide, 1-(2-ethoxyphenyl)-4-[2-(6-bromoisochroman-1-yl)]acetyl piperazine (LXIII, 3.7 mmol) is reduced following the general procedure of EXAMPLE 50 making non-critical variations, to give the title compound, IR (neat) 2816, 1501, 1480, 1448, 1240, 1143, 1124, 1046, 1110 and 748 cm-1 ; NMR (300 MHz, CDCl3) 7.31-7.26, 7.00-6.90, 6.85-6.83, 4.78, 4.14-4.03, 3.78-3.70, 3.13, 3.00... As a reaction SMILES: BrC1C=C2C(=CC=1)C(CC(O)=O)OCC2.O.Cl.Cl.C1(CCN2CCN(C3C=CC=CC=3OC)CC2)C2C(=CC=CC=2)CCO1.[CH2:45]([O:47][C:48]1[CH:53]=[CH:52][CH:51]=[CH:50][C:49]=1[N:54]1[CH2:59][CH2:58][N:57]([C:60](=O)[CH2:61][CH:62]2[C:71]3[C:66](=[CH:67][C:68]([Br:72])=[CH:69][CH:70]=3)[CH2:65][CH2:64][O:63]2)[CH2:56][CH2:55]1)[CH3:46]>>[CH2:45]([O:47][C:48]1[CH:53]=[CH:52][CH:51]=[CH:50][C:49]=1[N:54]1[CH2:59][CH2:58][N:57]([CH2:60][CH2:61][CH:62]2[C:71]3[C:66](=[CH:67][C:68]([Br:72])=[CH:69][CH:70]=3)[CH2:65][CH2:64][O:63]2)[CH2:56][CH2:55]1)[CH3:46] |f:1.2.3.4|. The reactants are BrC=1C=C2CCOC(C2=CC1)CC(=O)O ((6-Bromoisochroman-1-yl)acetic acid), C(C)OC1=C(C=CC=C1)N1CCN(CC1)C(CC1OCCC2=CC(=CC=C12)Br)=O (1-(2-ethoxyphenyl)-4-[2-(6-bromoisochroman-1-yl)]acetyl piperazine), O.Cl.Cl.C1(OCCC2=CC=CC=C12)CCN1CCN(CC1)C1=C(C=CC=C1)OC (1-[2-(Isochroman-1-yl)ethyl]-4-(2-methoxyphenyl)piperazine dihydrochloride monohydrate), amide. Product: C(C)OC1=C(C=CC=C1)N1CCN(CC1)CCC1OCCC2=CC(=CC=C12)Br (1-(2-Ethoxyphenyl)-4-[2-(6-bromoisochroman-1-yl)-ethyl]piperazine). Starting materials: ClC=1N=NC(=CC1NC(C)C)Cl (3,6-dichloro-4-isopropylamino pyridazine), ClC=1N=NC(=CC1NCC)Cl (3,6-dichloro-4-ethylamino pyridazine). Yields the product C(C)(C)NC1=C(N=NC(=C1)Cl)NN (4-isopropylamino-6-chloro-3-hydrazino pyridazine). RXN SMILES: Cl[C:2]1[N:3]=[N:4][C:5]([Cl:12])=[CH:6][C:7]=1[NH:8][CH:9]([CH3:11])[CH3:10].ClC1[N:15]=[N:16]C(Cl)=CC=1NCC>>[CH:9]([NH:8][C:7]1[CH:6]=[C:5]([Cl:12])[N:4]=[N:3][C:2]=1[NH:15][NH2:16])([CH3:11])[CH3:10]. Procedure: When 3,6-dichloro-4-isopropylamino pyridazine is substituted for 3,6-dichloro-4-ethylamino pyridazine in the above process, 4-isopropylamino-6-chloro-3-hydrazino pyridazine (m.p. 132° to 135°C) is obtained.